Dataset: the Open Reaction Database (ORD), a public repository of structured organic reaction records. Task: describe an organic reaction: reactants, conditions, products, and yield Starting materials: COc1ccc(P2(=S)SP(=S)(c3ccc(OC)cc3)S2)cc1, O=C(NCC1CN(c2ccc(C3C=CS(=O)(=O)CC3)c(F)c2)C(=O)O1)C(F)F, C1COCCO1. Yields the product O=C1OC(CNC(=S)C(F)F)CN1c1ccc(C2C=CS(=O)(=O)CC2)c(F)c1. As a reaction SMILES: [CH3:29][O:30][c:31]1[cH:32][cH:33][c:34]([P:35]2(=[S:38])[S:36][P:37]([c:39]3[cH:40][cH:41][c:42]([O:43][CH3:44])[cH:45][cH:46]3)(=[S:47])[S:48]2)[cH:49][cH:50]1.[O:1]=[S:2]1(=[O:28])[CH2:3][CH2:4][CH:5]([c:8]2[c:9]([F:27])[cH:10][c:11]([N:14]3[C:15](=[O:26])[O:16][CH:17]([CH2:19][NH:20][C:21]([CH:22]([F:23])[F:24])=[O:25])[CH2:18]3)[cH:12][cH:13]2)[CH:6]=[CH:7]1.[O:51]1[CH2:52][CH2:53][O:54][CH2:55][CH2:56]1>>[O:1]=[S:2]1(=[O:28])[CH2:3][CH2:4][CH:5]([c:8]2[c:9]([F:27])[cH:10][c:11]([N:14]3[C:15](=[O:26])[O:16][CH:17]([CH2:19][NH:20][C:21]([CH:22]([F:23])[F:24])=[S:38])[CH2:18]3)[cH:12][cH:13]2)[CH:6]=[CH:7]1.